Dataset: the Open Reaction Database (ORD), a public repository of structured organic reaction records. Task: describe an organic reaction: reactants, conditions, products, and yield The reactants are C=1C=CC2=C(C1)C(=O)OC2(C=3C=CC(=CC3)O)C=4C=CC(=CC4)O (phenolphthalein), C([O-])([O-])=O.[K+].[K+] (potassium carbonate), FC1=CC=C(C(=O)C2=CC=C(C=C2)F)C=C1 (4,4′-difluorobenzophenone), C1(=CC=CC=C1)C (toluene), 40.4K. The solvent is CN(C(C)=O)C (N,N-dimethylacetamide). Yields the product C=1C=CC2=C(C1)C(=O)OC2(C=3C=CC(=CC3)O)C=4C=CC(=CC4)O.C(C1=CC=CC=C1)(=O)C1=CC=CC=C1 (phenolphthalein benzophenone). As a reaction SMILES: [CH:1]1[CH:2]=[CH:3][C:4]2[C:10]([C:18]3[CH:19]=[CH:20][C:21]([OH:24])=[CH:22][CH:23]=3)([C:11]3[CH:12]=[CH:13][C:14]([OH:17])=[CH:15][CH:16]=3)[O:9][C:7](=[O:8])[C:5]=2[CH:6]=1.C(=O)([O-])[O-].[K+].[K+].F[C:32]1[CH:46]=[CH:45][C:35]([C:36]([C:38]2[CH:43]=[CH:42][C:41](F)=[CH:40][CH:39]=2)=[O:37])=[CH:34][CH:33]=1.C1(C)C=CC=CC=1>CN(C)C(=O)C>[CH:1]1[CH:2]=[CH:3][C:4]2[C:10]([C:18]3[CH:23]=[CH:22][C:21]([OH:24])=[CH:20][CH:19]=3)([C:11]3[CH:16]=[CH:15][C:14]([OH:17])=[CH:13][CH:12]=3)[O:9][C:7](=[O:8])[C:5]=2[CH:6]=1.[C:36]([C:38]1[CH:43]=[CH:42][CH:41]=[CH:40][CH:39]=1)(=[O:37])[C:35]1[CH:45]=[CH:46][CH:32]=[CH:33][CH:34]=1 |f:1.2.3,7.8|. Reported procedure: Polymerization was carried out similar to the P(BPZ-BNZPH) polymerization, except phenolphthalein (15.0000 g, 47.12 mmol), potassium carbonate (13.02 g, 94.28 mmol), 4,4′-difluorobenzophenone (10.2819 g, 47.12 mmol), toluene (117 g) and N,N-dimethylacetamide 100 g) were used. The yield was about 21.87 g. The number average molecular weight of the polymer was about 40.4K. Reactants: FC1=CC=C(C=C1)C1=NN(C(S1)C1=C(C(=CC=C1)O[Si](C(C)C)(C(C)C)C(C)C)OC)C(=O)C1=C(C=C(C=C1F)F)F ([5-(4-fluoro-phenyl)-2-(2-methoxy-3-triisopropylsilanyloxy-phenyl)-[1,3,4]thiadiazol-3-yl]-(2,4,6-trifluoro-phenyl)-methanone), [F-].C(CCC)[N+](CCCC)(CCCC)CCCC (tetrabutylammonium fluoride), COC(C1=CC(=CC=C1)CBr)=O (3-Bromomethyl-benzoic acid methyl ester). Run in C(C)#N (acetonitrile). Conditions: time 30 minute. Product: COC(C1=CC(=CC=C1)COC1=C(C(=CC=C1)C1SC(=NN1C(C1=C(C=C(C=C1F)F)F)=O)C1=CC=C(C=C1)F)OC)=O (3-{3-[5-(4-fluoro-phenyl)-3-(2,4,6-trifluoro-benzoyl)-2,3-dihydro-[1,3,4]thiadiazol-2-yl]-2-methoxy-phenoxymethyl}-benzoic acid methyl ester). RXN SMILES: [F:1][C:2]1[CH:7]=[CH:6][C:5]([C:8]2[S:12][CH:11]([C:13]3[CH:18]=[CH:17][CH:16]=[C:15]([O:19][Si](C(C)C)(C(C)C)C(C)C)[C:14]=3[O:30][CH3:31])[N:10]([C:32]([C:34]3[C:39]([F:40])=[CH:38][C:37]([F:41])=[CH:36][C:35]=3[F:42])=[O:33])[N:9]=2)=[CH:4][CH:3]=1.[F-].C([N+](CCCC)(CCCC)CCCC)CCC.[CH3:61][O:62][C:63](=[O:72])[C:64]1[CH:69]=[CH:68][CH:67]=[C:66]([CH2:70]Br)[CH:65]=1>C(#N)C>[CH3:61][O:62][C:63](=[O:72])[C:64]1[CH:69]=[CH:68][CH:67]=[C:66]([CH2:70][O:19][C:15]2[CH:16]=[CH:17][CH:18]=[C:13]([CH:11]3[N:10]([C:32](=[O:33])[C:34]4[C:35]([F:42])=[CH:36][C:37]([F:41])=[CH:38][C:39]=4[F:40])[N:9]=[C:8]([C:5]4[CH:6]=[CH:7][C:2]([F:1])=[CH:3][CH:4]=4)[S:12]3)[C:14]=2[O:30][CH3:31])[CH:65]=1 |f:1.2|. Reported procedure: [5-(4-fluoro-phenyl)-2-(2-methoxy-3-triisopropylsilanyloxy-phenyl)-[1,3,4]thiadiazol-3-yl]-(2,4,6-trifluoro-phenyl)-methanone (0.02 mmol) is treated with tetrabutylammonium fluoride (1 M in THF) (0.04 mmol) at room temperature for 30 minutes. 3-Bromomethyl-benzoic acid methyl ester (0.04 mmol) is then added. After 30 minutes, the reaction is complete as determined by LC/MS. The mixture is diluted with acetonitrile and purified by preparative LC/MS (20-100% MeCN/H2O) to give 3-{3-[5-(4-fluoro-phe...